describe an organic reaction: reactants, conditions, products, and yield From a dataset of the Open Reaction Database (ORD), a public repository of structured organic reaction records. The reactants are Cl (HCl), FC1=NC=CC(=C1)C1=NC(=NC=C1)NC1CCOCC1 (4-(2-fluoropyridin-4-yl)-N-(tetrahydro-2H-pyran-4-yl)pyrimidin-2-amine), C(=O)(O)[O-].[Na+] (NaHCO3). The product is O1CCC(CC1)NC1=NC=CC(=N1)C1=CC(NC=C1)=O (4-(2-((tetrahydro-2H-pyran-4-yl)amino)pyrimidin-4-yl)pyridin-2(1H)-one). Yield: 94.0%. RXN SMILES: Cl.F[C:3]1[CH:8]=[C:7]([C:9]2[CH:14]=[CH:13][N:12]=[C:11]([NH:15][CH:16]3[CH2:21][CH2:20][O:19][CH2:18][CH2:17]3)[N:10]=2)[CH:6]=[CH:5][N:4]=1.C([O-])(O)=[O:23].[Na+]>>[O:19]1[CH2:20][CH2:21][CH:16]([NH:15][C:11]2[N:10]=[C:9]([C:7]3[CH:6]=[CH:5][NH:4][C:3](=[O:23])[CH:8]=3)[CH:14]=[CH:13][N:12]=2)[CH2:17][CH2:18]1 |f:2.3|. Procedure: 1M HCl (35 mL) was added to 4-(2-fluoropyridin-4-yl)-N-(tetrahydro-2H-pyran-4-yl)pyrimidin-2-amine (0.32 g, 1.2 mmol). The mixture was heated at reflux overnight. The cooled reaction mixture was neutralized with solid NaHCO3. The resulting solid was collected by vacuum filtration, washed into a flask with EtOAc/MeOH, evaporated and dried to afford 4-(2-((tetrahydro-2H-pyran-4-yl)amino)pyrimidin-4-yl)pyridin-2(1H)-one (0.30 g, 1.1 mmol, 94% yield). 1H NMR (400 MHz, (CD3)2SO) δ 11.74 (br s, 1H), 8... Reactants: COC=1C=C(C=CC1OC)C=CC1=CC(=C(C=C1)OC)OC (3,3',4,4'-tetramethoxystilbene), C(O)([O-])=O.[Na+] (sodium hydrogen carbonate), ClC=1C=C(C(=O)OO)C=CC1 (m-chloroperoxybenzoic acid). Reported procedure: Mixture: 50.0 g 166 mmol) of 3,3',4,4'-tetramethoxystilbene, 1000 ml of dichloromethane, 1000 ml of sodium hydrogen carbonate solution, 64.0 g (185 mmol) of m-chloroperoxybenzoic acid (about 50% strength). Solvent: ClCCl (dichloromethane). As a reaction SMILES: [CH3:1][O:2][C:3]1[CH:4]=[C:5]([CH:11]=[CH:12][C:13]2[CH:18]=[CH:17][C:16]([O:19][CH3:20])=[C:15]([O:21][CH3:22])[CH:14]=2)[CH:6]=[CH:7][C:8]=1[O:9][CH3:10].C(=O)([O-])[OH:24].[Na+].ClC1C=C(C=CC=1)C(OO)=O>ClCCl>[CH3:22][O:21][C:15]1[CH:14]=[C:13]([C@@H:12]2[O:24][C@H:11]2[C:5]2[CH:6]=[CH:7][C:8]([O:9][CH3:10])=[C:3]([O:2][CH3:1])[CH:4]=2)[CH:18]=[CH:17][C:16]=1[O:19][CH3:20] |f:1.2|. Product: COC=1C=C(C=CC1OC)[C@H]1[C@H](C2=CC(=C(C=C2)OC)OC)O1 (rel-(S,S)-3,3',4,4'-Tetramethoxystilbene oxide). The reactants are crude material, [OH-].[Na+] (NaOH), CN(CC(=O)N1CCC2=CC(=C(C=C12)NC1=NC2=C(C3=NC4=CC(=CC(=C4C(N31)=O)F)F)C=CN2S(=O)(=O)C2=CC=C(C=C2)C)OC)C (5-{[1-(N,N-dimethylglycyl)-5-(methyloxy)-2,3-dihydro-1H-indol-6-yl]amino}-8,10-difluoro-3-[(4-methylphenyl)sulfonyl]pyrrolo[2′,3′:4,5]pyrimido[6,1-b]quinazolin-7(3H)-one), C(CC)N (propylamine), CN(CC(=O)N1CCC2=CC(=C(C=C12)NC=1N=C(C2=C(N1)N(C=C2)S(=O)(=O)C2=CC=C(C=C2)C)NC2=C(C(=O)NCCC)C(=CC(=C2)F)F)OC)C (2-({2-{[1-(N,N-dimethylglycyl)-5-(methyloxy)-2,3-dihydro-1H-indol-6-yl]amino}-7-[(4-methylphenyl)sulfonyl]-7H-pyrrolo[2,3-d]pyrimidin-4-yl}amino)-4,6-difluoro-N-propylbenzamide). The solvent is O1CCOCC1 (1,4-dioxane), C(C)(=O)OCC (ethyl acetate), C(C)(=O)OCC (ethyl acetate), C1CCOC1 (THF). Conditions: time 5 hour. Yields the product CN(CC(=O)N1CCC2=CC(=C(C=C12)NC1=NC(=C2C(N1)=NC=C2)NC2=C(C(=O)NCCC)C(=CC(=C2)F)F)OC)C (2-[(2-{[1-(N,N-dimethylglycyl)-5-(methyloxy)-2,3-dihydro-1H-indol-6-yl]amino}-1H-pyrrolo[2,3-d]pyrimidin-4-yl)amino]-4,6-difluoro-N-propylbenzamide). As a reaction SMILES: CN(C)CC(N1C2C(=CC(OC)=C(NC3N4C(=NC5C(C4=O)=C(F)C=C(F)C=5)C4C=CN(S(C5C=CC(C)=CC=5)(=O)=O)C=4N=3)C=2)CC1)=O.C(N)CC.[CH3:53][N:54]([CH3:104])[CH2:55][C:56]([N:58]1[C:66]2[C:61](=[CH:62][C:63]([O:102][CH3:103])=[C:64]([NH:67][C:68]3[N:69]=[C:70]([NH:87][C:88]4[CH:99]=[C:98]([F:100])[CH:97]=[C:96]([F:101])[C:89]=4[C:90]([NH:92][CH2:93][CH2:94][CH3:95])=[O:91])[C:71]4[CH:76]=[CH:75][N:74](S(C5C=CC(C)=CC=5)(=O)=O)[C:72]=4[N:73]=3)[CH:65]=2)[CH2:60][CH2:59]1)=[O:57].[OH-].[Na+]>C1COCC1.C(OCC)(=O)C.O1CCOCC1>[CH3:104][N:54]([CH3:53])[CH2:55][C:56]([N:58]1[C:66]2[C:61](=[CH:62][C:63]([O:102][CH3:103])=[C:64]([NH:67][C:68]3[NH:73][C:72]4=[N:74][CH:75]=[CH:76][C:71]4=[C:70]([NH:87][C:88]4[CH:99]=[C:98]([F:100])[CH:97]=[C:96]([F:101])[C:89]=4[C:90]([NH:92][CH2:93][CH2:94][CH3:95])=[O:91])[N:69]=3)[CH:65]=2)[CH2:60][CH2:59]1)=[O:57] |f:3.4|. Reported procedure: To a solution of 5-{[1-(N,N-dimethylglycyl)-5-(methyloxy)-2,3-dihydro-1H-indol-6-yl]amino}-8,10-difluoro-3-[(4-methylphenyl)sulfonyl]pyrrolo[2′,3′:4,5]pyrimido[6,1-b]quinazolin-7(3H)-one (300 mg, 0.445 mmol) in THF (5 mL) was added propylamine (0.183 mL, 2.22 mmol). The resulting mixture was let stir at rt for 5 h at which time it was diluted with ethyl acetate and washed with a saturated sodium bicarbonate solution, water and a saturated brine solution. Organics were dried over sodium sulfate a... The product is Cc1cccc(C(=O)O)c1-c1ccccc1. RXN SMILES: [CH2:1]([c:2]1[cH:3][cH:4][cH:5][cH:6][cH:7]1)[O:8][C:9]([c:10]1[c:11](-[c:17]2[cH:18][cH:19][cH:20][cH:21][cH:22]2)[c:12]([CH3:16])[cH:13][cH:14][cH:15]1)=[O:23].[CH3:24][OH:25]>>[O:8]=[C:9]([c:10]1[c:11](-[c:17]2[cH:18][cH:19][cH:20][cH:21][cH:22]2)[c:12]([CH3:16])[cH:13][cH:14][cH:15]1)[OH:23]. The reactants are Cc1cccc(C(=O)OCc2ccccc2)c1-c1ccccc1, CO. Reactants: O=C[C@H](O)[C@@H](O)[C@H](O)[C@H](O)C (6-Deoxy-D-glucose), OCC(=O)[C@@H](O)[C@H](O)[C@H](O)C (6-deoxy-D-fructose). Procedure: 6-Deoxy-D-glucose→6-deoxy-D-arabino-hexulose (otherwise 6-deoxy-D-fructose) As a reaction SMILES: [O:1]=[CH:2][C@@H:3]([C@H:5]([C@@H:7]([C@@H:9]([CH3:11])[OH:10])[OH:8])[OH:6])[OH:4].OCC([C@H]([C@@H]([C@@H](C)O)O)O)=O>>[O:1]=[CH:2][C@@H:3]([C@@H:5]([C@H:7]([C@H:9]([CH3:11])[OH:10])[OH:8])[OH:6])[OH:4]. Yields the product O=C[C@H](O)[C@H](O)[C@@H](O)[C@@H](O)C (6-Deoxy-L-mannose). Reactants: N (ammonia), N(=NC=1N=NC(=NN1)N)C=1N=NC(=NN1)N (3,3′-azobis(6-amino-1,2,4,5-tetrazine)), BrN1C(CCC1=O)=O (N-bromosuccinimide), CC1=NN(C(=C1)C)C=1N=NC(=NN1)N1N=C(C=C1C)C (3,6-bis(3,5-dimethylpyrazol-1-yl)-1,2,4,5-tetrazine), NN (hydrazine), CS(=O)C (DMSO). Run in C(C)#N (acetonitrile). Product: N(=NC=1N=NC(=NN1)N)C=1N=NC(=NN1)N.CS(=O)C (3,3′-azobis(6-amino-1,2,4,5-tetrazine) DMSO). RXN SMILES: [N:1]([C:10]1[N:11]=[N:12][C:13]([NH2:16])=[N:14][N:15]=1)=[N:2][C:3]1[N:4]=[N:5][C:6]([NH2:9])=[N:7][N:8]=1.CC1C=C(C)N(C2N=NC(N3C(C)=CC(C)=N3)=NN=2)N=1.NN.BrN1C(=O)CCC1=O.N.[CH3:48][S:49]([CH3:51])=[O:50]>C(#N)C>[N:2]([C:3]1[N:8]=[N:7][C:6]([NH2:9])=[N:5][N:4]=1)=[N:1][C:10]1[N:15]=[N:14][C:13]([NH2:16])=[N:12][N:11]=1.[CH3:48][S:49]([CH3:51])=[O:50] |f:7.8|. Procedure: The present invention further includes a process of preparing 3,3′-azobis(6-amino-1,2,4,5-tetrazine) including reacting 3,6-bis(3,5-dimethylpyrazol-1-yl)-1,2,4,5-tetrazine with hydrazine to form a first intermediate product, reacting said first intermediate product with N-bromosuccinimide in acetonitrile to form a second intermediate product, reacting said second intermediate product with ammonia in DMSO to form a 3,3′-azobis(6-amino-1,2,4,5-tetrazine) DMSO solvate, and converting said 3,3′-azob... The reactants are CCn1c2ccccc2c2cc(NC(=O)CCCN(C)C)ccc21, [H-], CI, [Na+], CN(C)C=O, O. The product is CCn1c2ccccc2c2cc(N(C)C(=O)CCCN(C)C)ccc21. RXN SMILES: [CH3:3][N:4]([CH2:5][CH2:6][CH2:7][C:8](=[O:9])[NH:10][c:11]1[cH:12][cH:13][c:14]2[n:15]([CH2:24][CH3:25])[c:16]3[cH:17][cH:18][cH:19][cH:20][c:21]3[c:22]2[cH:23]1)[CH3:26].[H-:1].[I:27][CH3:28].[Na+:2].[O:29]=[CH:30][N:31]([CH3:32])[CH3:33].[OH2:34]>>[CH3:3][N:4]([CH2:5][CH2:6][CH2:7][C:8](=[O:9])[N:10]([c:11]1[cH:12][cH:13][c:14]2[n:15]([CH2:24][CH3:25])[c:16]3[cH:17][cH:18][cH:19][cH:20][c:21]3[c:22]2[cH:23]1)[CH3:28])[CH3:26]. Starting materials: COc1cc2c(cc1Br)C(=O)CC(C)(C)O2, CC(C)(C)[Mg+], C1CCOC1, [Cl-], Cc1ccc(S(=O)(=O)O)cc1. The product is COc1cc2c(cc1Br)C(C(C)(C)C)=CC(C)(C)O2. As a reaction SMILES: [Br:7][c:8]1[cH:9][c:10]2[c:15]([cH:16][c:17]1[O:18][CH3:19])[O:14][C:13]([CH3:20])([CH3:21])[CH2:12][C:11]2=[O:22].[C:2]([CH3:3])([CH3:4])([CH3:5])[Mg+:6].[CH2:34]1[O:35][CH2:36][CH2:37][CH2:38]1.[Cl-:1].[c:23]1([CH3:24])[cH:25][cH:26][c:27]([S:28]([OH:29])(=[O:30])=[O:31])[cH:32][cH:33]1>>[C:2]([CH3:3])([CH3:4])([CH3:5])[C:11]1=[CH:12][C:13]([CH3:20])([CH3:21])[O:14][c:15]2[c:10]1[cH:9][c:8]([Br:7])[c:17]([O:18][CH3:19])[cH:16]2. Reactants: ClC[C@H](COC1=CC=C(C=C1)C(C)(C)C1=CC=C(OC[C@@H](CO)O)C=C1)O ((R)-3-(4-(2-(4-((S)-3-chloro-2-hydroxypropoxy)phenyl)propan-2-yl)phenoxy)propane-1,2-diol), COC(C)(C)OC (2,2-dimethoxypropane), C1(=CC=C(C=C1)S(=O)(=O)O)C (p-toluenesulfonic acid). Run in CC(=O)C (acetone). Reaction conditions: time 14 hour. Product: ClC[C@H](COC1=CC=C(C=C1)C(C)(C)C1=CC=C(C=C1)OC[C@@H]1OC(OC1)(C)C)O ((S)-1-chloro-3-(4-(2-(4-(((S)-2,2-dimethyl-1,3-dioxolan-4-yl)methoxy)phenyl)propan-2-yl)phenoxy)propan-2-ol). Reaction SMILES: [Cl:1][CH2:2][C@@H:3]([OH:27])[CH2:4][O:5][C:6]1[CH:11]=[CH:10][C:9]([C:12]([C:15]2[CH:26]=[CH:25][C:18]([O:19][CH2:20][C@H:21]([OH:24])[CH2:22][OH:23])=[CH:17][CH:16]=2)([CH3:14])[CH3:13])=[CH:8][CH:7]=1.CO[C:30](OC)([CH3:32])[CH3:31].C1(C)C=CC(S(O)(=O)=O)=CC=1>CC(C)=O>[Cl:1][CH2:2][C@@H:3]([OH:27])[CH2:4][O:5][C:6]1[CH:7]=[CH:8][C:9]([C:12]([C:15]2[CH:16]=[CH:17][C:18]([O:19][CH2:20][C@H:21]3[CH2:22][O:23][C:30]([CH3:32])([CH3:31])[O:24]3)=[CH:25][CH:26]=2)([CH3:14])[CH3:13])=[CH:10][CH:11]=1. Reported procedure: To a solution of (R)-3-(4-(2-(4-((S)-3-chloro-2-hydroxypropoxy)phenyl)propan-2-yl)phenoxy)propane-1,2-diol (1000 mg, 2.53 mmol) in acetone (8.0 mL) was added 2,2-dimethoxypropane (630 μL, 5.06 mmol) and catalytic amounts of p-toluenesulfonic acid. After 14 h, the reaction mixture was quenched with an aqueous solution of sodium chloride and stirred for 15 min, and the resulting mixture was extracted twice with ethyl acetate. The organic phases were combined, dried over anhydrous magnesium sulfate...